From a dataset of the Open Reaction Database (ORD), a public repository of structured organic reaction records. describe an organic reaction: reactants, conditions, products, and yield The reactants are C(C1=CC=CC=C1)NS(=O)(=O)C1=C(C=C2CCC(C2=C1)=O)Cl (6-benzylsulfamoyl-5-chloro-1-indanone), BrBr (bromine). The solvent is C(C)(=O)O (acetic acid). Product: C(C1=CC=CC=C1)NS(=O)(=O)C1=C(C=C2CC(C(C2=C1)=O)Br)Cl (6-Benzylsulfamoyl-2-bromo-5-chloro-1-indanone). RXN SMILES: [CH2:1]([NH:8][S:9]([C:12]1[CH:20]=[C:19]2[C:15]([CH2:16][CH2:17][C:18]2=[O:21])=[CH:14][C:13]=1[Cl:22])(=[O:11])=[O:10])[C:2]1[CH:7]=[CH:6][CH:5]=[CH:4][CH:3]=1.[Br:23]Br>C(O)(=O)C>[CH2:1]([NH:8][S:9]([C:12]1[CH:20]=[C:19]2[C:15]([CH2:16][CH:17]([Br:23])[C:18]2=[O:21])=[CH:14][C:13]=1[Cl:22])(=[O:11])=[O:10])[C:2]1[CH:3]=[CH:4][CH:5]=[CH:6][CH:7]=1. Reported procedure: According to Example 1 e), 10.05 g (30 mmoles) of 6-benzylsulfamoyl-5-chloro-1-indanone and 4.8 g (30 mmoles) of bromine in a total of 110 ml of glacial acetic acid yield the substance having a melting point of from 159° to 161° C. which after reprecipitation from a mixture of ethyl acetate and petroleum ether has a melting point in the range of from 176° to 178° C. The reactants are CC=1OC2=C(C=CC=C2C(C1)=O)C=O (2-methyl-4-oxo-4H-chromene-8-carbaldehyde), O=C(CC(=O)OCCC)C (propyl 3-oxobutanoate), N\C(=C/C#N)\C (3-aminocrotononitrile), C(C)(=O)O (acetic acid). Run in CC(C)O (2-propanol). The product is C(#N)C=1C(C(=C(NC1C)C)C(=O)OCCC)C=1C=CC=C2C(C=C(OC12)C)=O (Propyl 5-cyano-2,6-dimethyl-4-(2-methyl-4-oxo-4H-chromen-8-yl)-1,4-dihydropyridine-3-carboxylate). Reaction SMILES: [CH3:1][C:2]1[O:3][C:4]2[C:9]([C:10](=[O:12])[CH:11]=1)=[CH:8][CH:7]=[CH:6][C:5]=2[CH:13]=O.O=[C:16]([CH3:24])[CH2:17][C:18]([O:20][CH2:21][CH2:22][CH3:23])=[O:19].[NH2:25]/[C:26](/[CH3:30])=[CH:27]\[C:28]#[N:29].C(O)(=O)C>CC(O)C>[C:28]([C:27]1[CH:13]([C:5]2[CH:6]=[CH:7][CH:8]=[C:9]3[C:4]=2[O:3][C:2]([CH3:1])=[CH:11][C:10]3=[O:12])[C:17]([C:18]([O:20][CH2:21][CH2:22][CH3:23])=[O:19])=[C:16]([CH3:24])[NH:25][C:26]=1[CH3:30])#[N:29]. Procedure: 700 mg (3.7 mmol) of 2-methyl-4-oxo-4H-chromene-8-carbaldehyde are dissolved with 536 mg (3.7 mmol) of propyl 3-oxobutanoate, 205 mg (3.7 mmol) of 3-aminocrotononitrile and 223 mg (3.7 mmol) of acetic acid in 20 ml of 2-propanol and heated under reflux under argon for 16 h. The solvent is removed in vacuo, and the residue is purified by preparative HPLC. 460 mg (32% of theory) of the title compound are obtained as a yellow solid. Starting materials: Cl, C1COCCO1, CCOC(=O)c1cc(=O)c(O)c(-c2ccc(OC)cc2)o1. Yields the product COc1ccc(-c2oc(C(=O)O)cc(=O)c2O)cc1. RXN SMILES: [ClH:22].[O:23]1[CH2:24][CH2:25][O:26][CH2:27][CH2:28]1.[OH:1][c:2]1[c:3](=[O:21])[cH:4][c:5]([C:16](=[O:17])[O:18][CH2:19][CH3:20])[o:6][c:7]1-[c:8]1[cH:9][cH:10][c:11]([O:14][CH3:15])[cH:12][cH:13]1>>[OH:1][c:2]1[c:3](=[O:21])[cH:4][c:5]([C:16](=[O:17])[OH:18])[o:6][c:7]1-[c:8]1[cH:9][cH:10][c:11]([O:14][CH3:15])[cH:12][cH:13]1.